This data is from the Open Reaction Database (ORD), a public repository of structured organic reaction records. The task is: describe an organic reaction: reactants, conditions, products, and yield The reactants are CO, CN(C(=O)OC(C)(C)C)c1cc(Oc2cc(C(C)(C)C)c(O)c(C(C)(C)C)c2)ccc1[N+](=O)[O-]. The product is CN(C(=O)OC(C)(C)C)c1cc(Oc2cc(C(C)(C)C)c(O)c(C(C)(C)C)c2)ccc1N. Reaction SMILES: [CH3:35][OH:36].[OH:1][c:2]1[c:3]([C:31]([CH3:32])([CH3:33])[CH3:34])[cH:4][c:5]([O:6][c:7]2[cH:8][cH:9][c:10]([N+:22]([O-:23])=[O:24])[c:11]([N:13]([C:14]([O:15][C:16]([CH3:17])([CH3:18])[CH3:19])=[O:20])[CH3:21])[cH:12]2)[cH:25][c:26]1[C:27]([CH3:28])([CH3:29])[CH3:30]>>[OH:1][c:2]1[c:3]([C:31]([CH3:32])([CH3:33])[CH3:34])[cH:4][c:5]([O:6][c:7]2[cH:8][cH:9][c:10]([NH2:22])[c:11]([N:13]([C:14]([O:15][C:16]([CH3:17])([CH3:18])[CH3:19])=[O:20])[CH3:21])[cH:12]2)[cH:25][c:26]1[C:27]([CH3:28])([CH3:29])[CH3:30]. The reactants are CC(=O)SC1CC(CN(C(=O)OC(C)(C)C)S(N)(=O)=O)N(C(=O)OC(C)(C)C)C1, C[O-], Cc1ccccc1, CO, ClCCl, Cl, [Na+], O. Product: CC(C)(C)OC(=O)N1CC(S)CC1CN(C(=O)OC(C)(C)C)S(N)(=O)=O. Reaction SMILES: [C:1](=[O:2])([CH3:3])[S:4][CH:5]1[CH2:6][CH:7]([CH2:17][N:18]([S:19]([NH2:20])(=[O:21])=[O:22])[C:23](=[O:24])[O:25][C:26]([CH3:27])([CH3:28])[CH3:29])[N:8]([C:10](=[O:11])[O:12][C:13]([CH3:14])([CH3:15])[CH3:16])[CH2:9]1.[CH3:30][O-:31].[CH3:33][c:34]1[cH:35][cH:36][cH:37][cH:38][cH:39]1.[CH3:44][OH:45].[Cl:41][CH2:42][Cl:43].[ClH:40].[Na+:32].[OH2:46]>>[SH:4][CH:5]1[CH2:6][CH:7]([CH2:17][N:18]([S:19]([NH2:20])(=[O:21])=[O:22])[C:23](=[O:24])[O:25][C:26]([CH3:27])([CH3:28])[CH3:29])[N:8]([C:10](=[O:11])[O:12][C:13]([CH3:14])([CH3:15])[CH3:16])[CH2:9]1. The product is O=C(O)c1ccc(-c2nn(-c3nccc(C(F)(F)F)n3)c3ccccc23)o1, Cl. Reactants: O=C(O)c1ccc(-c2n[nH]c3ccccc23)o1, CC(C)(C)[O-], FC(F)(F)c1ccnc(Cl)n1, Cl, [K+], CN(C)C=O. As a reaction SMILES: [C:1](=[O:2])([OH:3])[c:4]1[cH:5][cH:6][c:7](-[c:9]2[n:10][nH:11][c:12]3[cH:13][cH:14][cH:15][cH:16][c:17]23)[o:8]1.[CH3:18][C:19]([CH3:20])([O-:21])[CH3:22].[Cl:24][c:25]1[n:26][cH:27][cH:28][c:29]([C:31]([F:32])([F:33])[F:34])[n:30]1.[ClH:35].[K+:23].[O:36]=[CH:37][N:38]([CH3:39])[CH3:40]>>[C:1](=[O:2])([OH:3])[c:4]1[cH:5][cH:6][c:7](-[c:9]2[n:10][n:11](-[c:25]3[n:26][cH:27][cH:28][c:29]([C:31]([F:32])([F:33])[F:34])[n:30]3)[c:12]3[cH:13][cH:14][cH:15][cH:16][c:17]23)[o:8]1.[ClH:24].